Dataset: the Open Reaction Database (ORD), a public repository of structured organic reaction records. Task: describe an organic reaction: reactants, conditions, products, and yield Reactants: [Br-], COCC(=O)Cl, COc1ccc2c(c1)C(CCN)CCC2, ClC(Cl)Cl, [K+]. The product is COCC(=O)NCCC1CCCc2ccc(OC)cc21. As a reaction SMILES: [Br-:22].[CH3:16][O:17][CH2:18][C:19](=[O:20])[Cl:21].[CH3:1][O:2][c:3]1[cH:4][cH:5][c:6]2[c:11]([cH:12]1)[CH:10]([CH2:13][CH2:14][NH2:15])[CH2:9][CH2:8][CH2:7]2.[Cl:24][CH:25]([Cl:26])[Cl:27].[K+:23]>>[CH3:1][O:2][c:3]1[cH:4][cH:5][c:6]2[c:11]([cH:12]1)[CH:10]([CH2:13][CH2:14][NH:15][C:19]([CH2:18][O:17][CH3:16])=[O:20])[CH2:9][CH2:8][CH2:7]2. The reactants are BrC1=CC(=C(S1)CO)C1=CC=C(C=C1)Cl ([5-bromo-3-(4-chlorophenyl)thiophen-2-yl]methanol), CC1=CC=C(C=C1)S(=O)(=O)[O-].C1=CC=[NH+]C=C1 (PPTS), O1CCCC=C1 (3,4-dihydro-2H-pyran). Run in ClCCl (dichloromethane). Conditions: time 3 hour. Product: BrC1=CC(=C(S1)COC1OCCCC1)C1=CC=C(C=C1)Cl (2-[[5-bromo-3-(4-chlorophenyl)thiophen-2-yl]methoxy]oxane). RXN SMILES: [Br:1][C:2]1[S:6][C:5]([CH2:7][OH:8])=[C:4]([C:9]2[CH:14]=[CH:13][C:12]([Cl:15])=[CH:11][CH:10]=2)[CH:3]=1.CC1C=CC(S([O-])(=O)=O)=CC=1.C1C=C[NH+]=CC=1.[O:33]1[CH:38]=[CH:37][CH2:36][CH2:35][CH2:34]1>ClCCl>[Br:1][C:2]1[S:6][C:5]([CH2:7][O:8][CH:34]2[CH2:35][CH2:36][CH2:37][CH2:38][O:33]2)=[C:4]([C:9]2[CH:14]=[CH:13][C:12]([Cl:15])=[CH:11][CH:10]=2)[CH:3]=1 |f:1.2|. Procedure: Into a 250-mL round-bottom flask, was placed [5-bromo-3-(4-chlorophenyl)thiophen-2-yl]methanol (4.8 g, 15.81 mmol, 1.00 equiv), dichloromethane (100 mL), PPTS (100 mg, 0.40 mmol, 0.03 equiv), 3,4-dihydro-2H-pyran (2.67 g, 31.74 mmol, 2.01 equiv). The resulting solution was stirred for 3 h at room temperature. The resulting mixture was concentrated under vacuum. The residue was applied onto a silica gel column with ethyl acetate/petroleum ether (1:5). This resulted in 5.0 g (82%) of 2-[[5-bromo-3... Yields the product ClC1=CC=C(C=C1)CC(=O)NN1C(C2=CC=CC=C2C(=N1)CNS(=O)(=O)C)=O (2-(4-chlorophenyl)-N-[4-{[(methylsulfonyl)amino]methyl}-1-oxophthalazin-2(1H)-yl]acetamide). Reaction SMILES: [NH2:1][CH2:2][C:3]1[C:12]2[C:7](=[CH:8][CH:9]=[CH:10][CH:11]=2)[C:6](=[O:13])[N:5]([NH:14][C:15](=[O:24])[CH2:16][C:17]2[CH:22]=[CH:21][C:20]([Cl:23])=[CH:19][CH:18]=2)[N:4]=1.[CH3:25][S:26](Cl)(=[O:28])=[O:27]>>[Cl:23][C:20]1[CH:19]=[CH:18][C:17]([CH2:16][C:15]([NH:14][N:5]2[N:4]=[C:3]([CH2:2][NH:1][S:26]([CH3:25])(=[O:28])=[O:27])[C:12]3[C:7](=[CH:8][CH:9]=[CH:10][CH:11]=3)[C:6]2=[O:13])=[O:24])=[CH:22][CH:21]=1. Starting materials: NCC1=NN(C(C2=CC=CC=C12)=O)NC(CC1=CC=C(C=C1)Cl)=O (N-[4-(aminomethyl)-1-oxophthalazin-2(1H)-yl]-2-(4-chlorophenyl)acetamide), CS(=O)(=O)Cl (methanesulfonyl chloride). Reported procedure: The product from Example 42 and methanesulfonyl chloride were processed using a method similar to that described in Example 4C to afford the title compound. 1H NMR (300 MHz, DMSO-d6) δ ppm 11.66-11.72 (m, 1H), 8.31-8.43 (m, 1H), 8.15 (d, J=8.0 Hz, 1H), 7.99-8.06 (m, 1H), 7.89-7.96 (m, 1H), 7.66-7.74 (bs, 1H), 7.36-7.45 (m, 4H), 4.46-4.49 (m, 2H), 3.68 (s, 2H), 2.94 (s, 3H); MS (ESI+) M/Z 421 (M+H)+. Reactants: COC(C(C1=CC=C(C=C1)OCC1=CC2=CC=CC=C2C=C1)=O)=O (4-[(2-naphthalenyl)methoxy]-alpha-oxobenzeneacetic acid methyl ester), [OH-].[Na+] (sodium hydroxide). Solvent: CO (methanol), O1CCCC1 (tetrahydrofuran). Reaction conditions: time 5 minute. Yields the product C1=C(C=CC2=CC=CC=C12)COC1=CC=C(C=C1)C(C(=O)O)=O (4-[(2-naphthalenyl)methoxy]-alpha-oxobenzeneacetic acid). The yield is 56.8%. RXN SMILES: C[O:2][C:3](=[O:24])[C:4](=[O:23])[C:5]1[CH:10]=[CH:9][C:8]([O:11][CH2:12][C:13]2[CH:22]=[CH:21][C:20]3[C:15](=[CH:16][CH:17]=[CH:18][CH:19]=3)[CH:14]=2)=[CH:7][CH:6]=1.[OH-].[Na+]>CO.O1CCCC1>[CH:14]1[C:15]2[C:20](=[CH:19][CH:18]=[CH:17][CH:16]=2)[CH:21]=[CH:22][C:13]=1[CH2:12][O:11][C:8]1[CH:9]=[CH:10][C:5]([C:4](=[O:23])[C:3]([OH:24])=[O:2])=[CH:6][CH:7]=1 |f:1.2|. Procedure details: A solution of 4-[(2-naphthalenyl)methoxy]-alpha-oxobenzeneacetic acid methyl ester (0.58 g) in methanol (3 mL) and tetrahydrofuran (8 mL) was treated with 1N sodium hydroxide (2.0 mL) and a white precipitate formed immediately. After 5 minutes, the reaction mixture was concentrated, the residue was acidified with excess hydrochloric acid and partitioned between dichloromethane (100 mL) and water (10 mL). The organic layer was dried (MgSO4) and concentrated. The resulting residue was crystallized... Isolated yield 79.0%. Reactants: [H-].[Na+] (Sodium hydride), FC1=C(C=C(C=C1)[N+](=O)[O-])C=1OC2=C(N1)C=C(C=C2)C2=CC=CC=C2 (2-(2-fluoro-5-nitrophenyl)-5-phenylbenzoxazole), O (water). Reported procedure: Sodium hydride (30 mg, 1.2 mmol) was added portionwise to a stirred suspension of 2-(2-fluoro-5-nitrophenyl)-5-phenylbenzoxazole (200 mg, 0.6 mmol) in methoxyethanol (2 ml) at 0° C. When gas evolution had visibly ceased the mixture was allowed to warm to room temperature and then heated at 55° C. for 3 h. After being allowed to cool to room temperature the mixture was diluted with water (5 ml) and extracted with EtOAc (3×5 ml). The combined organic extracts were washed with brine (5 ml), dried (... As a reaction SMILES: [H-].[Na+].F[C:4]1[CH:9]=[CH:8][C:7]([N+:10]([O-:12])=[O:11])=[CH:6][C:5]=1[C:13]1[O:14][C:15]2[CH:21]=[CH:20][C:19]([C:22]3[CH:27]=[CH:26][CH:25]=[CH:24][CH:23]=3)=[CH:18][C:16]=2[N:17]=1.[OH2:28]>COC(O)C>[N+:10]([C:7]1[CH:8]=[CH:9][C:4]([O:28][CH2:5][CH2:13][O:14][CH3:15])=[C:5]([C:13]2[O:14][C:15]3[CH:21]=[CH:20][C:19]([C:22]4[CH:27]=[CH:26][CH:25]=[CH:24][CH:23]=4)=[CH:18][C:16]=3[N:17]=2)[CH:6]=1)([O-:12])=[O:11] |f:0.1|. Solvent: COC(C)O (methoxyethanol). The product is [N+](=O)([O-])C=1C=CC(=C(C1)C=1OC2=C(N1)C=C(C=C2)C2=CC=CC=C2)OCCOC (2-(5-Nitro-2-(2-methoxyethoxy)phenyl)-5-phenylbenzoxazole). The reactants are CC#N (CH3CN), ClC=1C=C(C=C(C1)C(F)(F)F)N1CCNCC1 (1-(3-Chloro-5-trifluoromethyl-phenyl)-piperazine), C(=O)([O-])[O-].[K+].[K+] (K2CO3), CC#N (CH3CN). Run at temperature 50 celsius, time 8 hour. The product is ClC=1C=C(C=C(C1)C(F)(F)F)N1CCN(CC1)CCC (1-(3-Chloro-5-trifluoromethyl-phenyl)-4-propyl-piperazine). RXN SMILES: [Cl:1][C:2]1[CH:3]=[C:4]([N:12]2[CH2:17][CH2:16][NH:15][CH2:14][CH2:13]2)[CH:5]=[C:6]([C:8]([F:11])([F:10])[F:9])[CH:7]=1.[C:18]([O-])([O-])=O.[K+].[K+].[CH3:24][C:25]#N>>[Cl:1][C:2]1[CH:3]=[C:4]([N:12]2[CH2:17][CH2:16][N:15]([CH2:18][CH2:25][CH3:24])[CH2:14][CH2:13]2)[CH:5]=[C:6]([C:8]([F:10])([F:11])[F:9])[CH:7]=1 |f:1.2.3|. Reported procedure: A suspension of 1-(3-Chloro-5-trifluoromethyl-phenyl)-piperazine (100 mg) and ground K2CO3 (200 mg) was stirred in CH3CN (30 mL) at room temperature. A solution of 1-bromo-propyl (52 mg) in CH3CN (5 mL) was added dropwise. The mixture was stirred at 50° C. overnight. The reaction mixture was filtered and the volatiles were evaporated in vacuum. The oily residue was chromatographed on a silica column with MeOH: CH2Cl2 (1:9 (v/v)) as eluent. Collection of the fractions containing pure product and ... The reactants are ClC1=NC=2N(C(=C1)Cl)N=C(C2)C2=C(C=CC=C2)C (5,7-dichloro-2-(2-methyl-phenyl)-pyrazolo[1,5-a]pyrimidine), N1CCOCC1 (morpholine). Solvent: O1CCOCC1 (1,4-dioxane). Reaction conditions: time 1 hour. Product: ClC1=NC=2N(C(=C1)N1CCOCC1)N=C(C2)C2=C(C=CC=C2)C (5-Chloro-2-(2-methyl-phenyl)-7-morpholin-4-yl-pyrazolo[1,5-a]pyrimidine). The yield is 86.0%. RXN SMILES: [Cl:1][C:2]1[CH:7]=[C:6](Cl)[N:5]2[N:9]=[C:10]([C:12]3[CH:17]=[CH:16][CH:15]=[CH:14][C:13]=3[CH3:18])[CH:11]=[C:4]2[N:3]=1.[NH:19]1[CH2:24][CH2:23][O:22][CH2:21][CH2:20]1>O1CCOCC1>[Cl:1][C:2]1[CH:7]=[C:6]([N:19]2[CH2:24][CH2:23][O:22][CH2:21][CH2:20]2)[N:5]2[N:9]=[C:10]([C:12]3[CH:17]=[CH:16][CH:15]=[CH:14][C:13]=3[CH3:18])[CH:11]=[C:4]2[N:3]=1. Procedure: There was dissolved, in 1,4-dioxane (2 mL), 5,7-dichloro-2-(2-methyl-phenyl)-pyrazolo[1,5-a]pyrimidine (74.4 mg, 0.267 mM), then morpholine (46.6 μL, 0.534 mM) was added to the solution and the mixture was stirred at room temperature for one hour. The solvent was distilled off from this reaction mixture, the resulting residue was diluted with water and then extracted with methylene chloride. The extracts thus obtained were combined, dried over anhydrous sodium sulfate, the solvent was distilled ...